Task: describe an organic reaction: reactants, conditions, products, and yield. Dataset: the Open Reaction Database (ORD), a public repository of structured organic reaction records Starting materials: [Cl-].[Na+] (sodium chloride), C(#N)[BH3-].[Na+] (Sodium cyanoborohydride), C(C)(=O)C=1C=C(C=CC1Cl)NC(=O)C1=C(C(=NN1C)C(C(F)(F)F)(F)F)C(F)(F)F (N-(3-acetyl-4-chlorophenyl)-1-methyl-3-(pentafluoroethyl)-4-(trifluoromethyl)-1H-pyrazole-5-carboxamide), C(C)(=O)[O-].[NH4+] (ammonium acetate). Solvent: CO (methanol). Run at time 4 hour. Yields the product NC(C)C=1C=C(C=CC1Cl)NC(=O)C1=C(C(=NN1C)C(C(F)(F)F)(F)F)C(F)(F)F (N-[3-(1-aminoethyl)-4-chlorophenyl]-1-methyl-3-(pentafluoroethyl)-4-(trifluoromethyl)-1H-pyrazole-5-carboxamide). Yield: 46.4%. RXN SMILES: [C:1]([BH3-])#[N:2].[Na+].[C:5]([C:8]1[CH:9]=[C:10]([NH:15][C:16]([C:18]2N(C)[N:21]=[C:20]([C:24]([F:30])([F:29])[C:25]([F:28])([F:27])[F:26])[C:19]=2[C:31]([F:34])([F:33])[F:32])=[O:17])[CH:11]=[CH:12][C:13]=1[Cl:14])(=O)[CH3:6].C([O-])(=O)C.[NH4+:39].[Cl-].[Na+]>CO>[NH2:39][CH:5]([C:8]1[CH:9]=[C:10]([NH:15][C:16]([C:18]2[N:2]([CH3:1])[N:21]=[C:20]([C:24]([F:30])([F:29])[C:25]([F:28])([F:26])[F:27])[C:19]=2[C:31]([F:32])([F:34])[F:33])=[O:17])[CH:11]=[CH:12][C:13]=1[Cl:14])[CH3:6] |f:0.1,3.4,5.6|. Procedure: Sodium cyanoborohydride (163 mg, 2.59 mmol, 3.0 eq.) was added to a solution of N-(3-acetyl-4-chlorophenyl)-1-methyl-3-(pentafluoroethyl)-4-(trifluoromethyl)-1H-pyrazole-5-carboxamide (400 mg, 0.863 mmol) and ammonium acetate (1.33 g, 17.3 mmol, 20 eq.) in methanol (15 ml). The mixture was stirred at room temperature for 4 h and then heated to 80° C. and kept at this temperature for 3 h. The mixture was cooled to room temperature and left overnight. Sat. aq. sodium chloride solution was added, t...